Dataset: the Open Reaction Database (ORD), a public repository of structured organic reaction records. Task: describe an organic reaction: reactants, conditions, products, and yield Starting materials: tetrakis-triphenylphosphine palladium, [OH-].[Na+] (sodium hydroxide), C(=CCCCCCCCC)C1=CC=C(C=C1)C1=NC=C(C=N1)OS(=O)(=O)C(F)(F)F (2-{4-(1-decenyl)-phenyl}-5-trifluoromethylsulfonyloxypyrimidine), solution, OC(CCC/C=C/B(O)O)C (E-6-hydroxy-1-heptenyldihydroxyborane). The solvent is O1CCCC1 (tetrahydrofuran), O1CCCC1 (tetrahydrofuran). Conditions: time 8 hour. Yields the product C(=CCCCCCCCC)C1=CC=C(C=C1)C1=NC=C(C=N1)C=CCCCC(C)O (2-{4-(1-decenyl)-phenyl}-5-(6-hydroxy-1-heptenyl)-pyrimidine). Isolated yield 68.6%. RXN SMILES: [CH:1]([C:11]1[CH:16]=[CH:15][C:14]([C:17]2[N:22]=[CH:21][C:20](OS(C(F)(F)F)(=O)=O)=[CH:19][N:18]=2)=[CH:13][CH:12]=1)=[CH:2][CH2:3][CH2:4][CH2:5][CH2:6][CH2:7][CH2:8][CH2:9][CH3:10].[OH-].[Na+].[OH:33][CH:34]([CH3:43])[CH2:35][CH2:36][CH2:37]/[CH:38]=[CH:39]/B(O)O>O1CCCC1>[CH:1]([C:11]1[CH:16]=[CH:15][C:14]([C:17]2[N:22]=[CH:21][C:20]([CH:39]=[CH:38][CH2:37][CH2:36][CH2:35][CH:34]([OH:33])[CH3:43])=[CH:19][N:18]=2)=[CH:13][CH:12]=1)=[CH:2][CH2:3][CH2:4][CH2:5][CH2:6][CH2:7][CH2:8][CH2:9][CH3:10] |f:1.2|. Reported procedure: After replacing the inner atmosphere of a four-necked flask equipped with a stirring device and a thermometer with nitrogen gas, the flask was charged with 1.0 g (2.26 mmol) of the 2-{4-(1-decenyl)-phenyl}-5-trifluoromethylsulfonyloxypyrimidine obtained above. Then, 0.01 g (0.008 mmol) of tetrakis-triphenylphosphine-palladium, 0.27 g (6.78 mmol) of sodium hydroxide and 20 ml of tetrahydrofuran were added thereto. Further, 19.5 ml of a solution prepared by dissolving 3.39 mmol of E-6-hydroxy-1-he...